This data is from the Open Reaction Database (ORD), a public repository of structured organic reaction records. The task is: describe an organic reaction: reactants, conditions, products, and yield Reaction conditions: temperature 140 celsius. Run in O (water), O1CCOCC1 (dioxane). Procedure: To a mixture of potassium phosphate (5.98 g, 28.2 mmol), dicyclohexyl(2′,4′,6′-triisopropylbiphenyl-2-yl)phosphine (0.54 g, 1.13 mmol), Pd2(dba)3 (0.26 g, 0.28 mmol), 2-bromo-3-methylbenzonitrile (2.21 g, 11.26 mmol) and 3-morpholino-6-(4,4,5,5-tetramethyl-1,3,2-dioxaborolan-2-yl)quinolin-2-amine (2.00 g, 5.63 mmol, prepared as in Example 2, Step 1-2) was added dioxane (50.0 mL) and water (25.0 mL). The mixture was heated to 140° C. for 10 min. The reaction mixture was allowed to cool to RT, fil... The reactants are P(=O)([O-])([O-])[O-].[K+].[K+].[K+] (potassium phosphate), C1(CCCCC1)P(C1=C(C=CC=C1)C1=C(C=C(C=C1C(C)C)C(C)C)C(C)C)C1CCCCC1 (dicyclohexyl(2′,4′,6′-triisopropylbiphenyl-2-yl)phosphine), BrC1=C(C#N)C=CC=C1C (2-bromo-3-methylbenzonitrile), O1CCN(CC1)C=1C(=NC2=CC=C(C=C2C1)B1OC(C(O1)(C)C)(C)C)N (3-morpholino-6-(4,4,5,5-tetramethyl-1,3,2-dioxaborolan-2-yl)quinolin-2-amine). Reagents/catalysts: C=1C=CC(=CC1)/C=C/C(=O)/C=C/C2=CC=CC=C2.C=1C=CC(=CC1)/C=C/C(=O)/C=C/C2=CC=CC=C2.C=1C=CC(=CC1)/C=C/C(=O)/C=C/C2=CC=CC=C2.[Pd].[Pd] (Pd2(dba)3). Product: NC1=NC2=CC=C(C=C2C=C1N1CCOCC1)C1=C(C#N)C=CC=C1C (2-(2-amino-3-morpholinoquinolin-6-yl)-3-methylbenzonitrile). RXN SMILES: P([O-])([O-])([O-])=O.[K+].[K+].[K+].C1(P(C2CCCCC2)C2C=CC=CC=2C2C(C(C)C)=CC(C(C)C)=CC=2C(C)C)CCCCC1.Br[C:44]1[C:51]([CH3:52])=[CH:50][CH:49]=[CH:48][C:45]=1[C:46]#[N:47].[O:53]1[CH2:58][CH2:57][N:56]([C:59]2[C:60]([NH2:78])=[N:61][C:62]3[C:67]([CH:68]=2)=[CH:66][C:65](B2OC(C)(C)C(C)(C)O2)=[CH:64][CH:63]=3)[CH2:55][CH2:54]1>C1C=CC(/C=C/C(/C=C/C2C=CC=CC=2)=O)=CC=1.C1C=CC(/C=C/C(/C=C/C2C=CC=CC=2)=O)=CC=1.C1C=CC(/C=C/C(/C=C/C2C=CC=CC=2)=O)=CC=1.[Pd].[Pd].O.O1CCOCC1>[NH2:78][C:60]1[C:59]([N:56]2[CH2:57][CH2:58][O:53][CH2:54][CH2:55]2)=[CH:68][C:67]2[C:62](=[CH:63][CH:64]=[C:65]([C:44]3[C:51]([CH3:52])=[CH:50][CH:49]=[CH:48][C:45]=3[C:46]#[N:47])[CH:66]=2)[N:61]=1 |f:0.1.2.3,7.8.9.10.11|. Starting materials: B#B (diborane), C1(CCC2=CC=CC=C12)C(=O)N (1-indane carboxamide), Cl (HCl). Run in C1CCOC1 (THF). The product is C1(CCC2=CC=CC=C12)CN (1-indanylmethylamine). Isolated yield 71.0%. Reaction SMILES: B#B.[CH:3]1([C:12]([NH2:14])=O)[C:11]2[C:6](=[CH:7][CH:8]=[CH:9][CH:10]=2)[CH2:5][CH2:4]1.Cl>C1COCC1>[CH:3]1([CH2:12][NH2:14])[C:11]2[C:6](=[CH:7][CH:8]=[CH:9][CH:10]=2)[CH2:5][CH2:4]1. Procedure details: To a solution of 150 ml of diborane (1M in THF) in 250 ml of dry THF. Ten g of 1-indane carboxamide is slowly added. Reaction mixture is stirred at reflux for three hours, cooled to room temperature, and worked up by slowly adding 150 ml of 1N HCl. THF is distilled off under reduced pressure, the aqueous solution is brought to pH~13 by addition of NaOH. It is extracted with ethyl acetate (2×300 ml). The organic extract is washed with water (1×100 ml), dried over MgSO4, filtered, and evaporated t... Reactants: C1(=CC=CC=C1)[C@H](C)NC1=NC(=CC(=N1)N1C=NC2=C1C=CC=C2)Cl (2-[(S)-1-Phenylethylamino]-4-[benzimidazol-1-yl]-6-chloropyrimidine), C[O-].[Na+] (sodium methoxide). The solvent is CO (methanol). Reaction conditions: temperature 60 celsius. Product: C1(=CC=CC=C1)[C@H](C)NC1=NC(=CC(=N1)N1C=NC2=C1C=CC=C2)OC (2-[(S)-1-phenylethylamino]-4-[benzimidazol-1-yl]-6-methoxypyrimidine). As a reaction SMILES: [C:1]1([C@@H:7]([NH:9][C:10]2[N:15]=[C:14]([N:16]3[C:20]4[CH:21]=[CH:22][CH:23]=[CH:24][C:19]=4[N:18]=[CH:17]3)[CH:13]=[C:12](Cl)[N:11]=2)[CH3:8])[CH:6]=[CH:5][CH:4]=[CH:3][CH:2]=1.[CH3:26][O-:27].[Na+]>CO>[C:1]1([C@@H:7]([NH:9][C:10]2[N:15]=[C:14]([N:16]3[C:20]4[CH:21]=[CH:22][CH:23]=[CH:24][C:19]=4[N:18]=[CH:17]3)[CH:13]=[C:12]([O:27][CH3:26])[N:11]=2)[CH3:8])[CH:6]=[CH:5][CH:4]=[CH:3][CH:2]=1 |f:1.2|. Procedure: To a suspension of 2-[(S)-1-phenylethylamino]-4-[benzimidazol-1-yl]-6-chloropyrimidine (EXAMPLE 306 Step B) (34.5 mg, 0.098 mmol) in methanol (1 mL) was added sodium methoxide (56 μL, 25 wt. % in MeOH) dropwise. The mixture was heated at 60° C. for 2 h (the mixture became homogeneous), then was cooled and the solvent was removed under reduced pressure. The crude mixture was purified by flash chromatography using 1:4 EtOAc:hexane system to give 26 mg of the title compound. Mass spectrum 346.0 (CI... The reactants are C(CC(=O)O)(=O)O (malonic acid), base, base, ClC1=CC=C(C=C1)C1(CC2CCC(C1)N2C)O (3-(4-chlorophenyl)-8-methyl-8-azabicyclo[3.2.1]octan-3-ol), C(C)(=O)O (acetic acid), Cl (hydrochloric acid). The solvent is C(C)O (ethanol), C(C)O (ethanol). Product: C(CC(=O)O)(=O)O.ClC1=CC=C(C=C1)C1=CC2CCC(C1)N2C ((±)3-(4-Chlorophenyl)-8-methyl-8-azabicyclo[3.2.1]oct-2-ene Malonate), crystals. As a reaction SMILES: [Cl:1][C:2]1[CH:7]=[CH:6][C:5]([C:8]2(O)[CH2:14][CH:13]3[N:15]([CH3:16])[CH:10]([CH2:11][CH2:12]3)[CH2:9]2)=[CH:4][CH:3]=1.C(O)(=O)C.Cl.[C:23]([OH:29])(=[O:28])[CH2:24][C:25]([OH:27])=[O:26]>C(O)C>[C:23]([OH:29])(=[O:28])[CH2:24][C:25]([OH:27])=[O:26].[Cl:1][C:2]1[CH:3]=[CH:4][C:5]([C:8]2[CH2:9][CH:10]3[N:15]([CH3:16])[CH:13]([CH2:12][CH2:11]3)[CH:14]=2)=[CH:6][CH:7]=1 |f:5.6|. Procedure: The title compound was prepared from 3-(4-chlorophenyl)-8-methyl-8-azabicyclo[3.2.1]octan-3-ol (4 g, 16 mmol), glacial acetic acid (15 mL) and concentrated hydrochloric acid (15 mL). Yield of free base (3.6 g, 97%). Some of the free base (1.44 g, 6 mmol) was dissolved in ethanol (96%) and added malonic acid (0.62 g, 6 mmol) in ethanol (96%). The resulting solution was concentrated to an oil, the oil was trituated in diethyl ether, the title compound precipitated as powder and was isolated by fil... The reactants are CS(=O)(=O)O (Methanesulfonic acid), S1C2=C(C=C1)C(=CC=C2)N2CCN(CC2)CCCOC2=CC=C1CCN(C(C1=C2)=O)C (7-[3-(4-benzo[b]thiophen-4-yl-piperazin-1-yl)propoxy]-2-methyl-3,4-dihydro-2H-isoquinolin-1-one). Run in C(C)O (ethanol). The product is CS(=O)(=O)O.S1C2=C(C=C1)C(=CC=C2)N2CCN(CC2)CCCOC2=CC=C1CCN(C(C1=C2)=O)C (7-[3-(4-benzo[b]thiophen-4-yl-piperazin-1-yl)propoxy]-2-methyl-3,4-dihydro-2H-isoquinolin-1-one methanesulfonate). Reaction SMILES: [CH3:1][S:2]([OH:5])(=[O:4])=[O:3].[S:6]1[CH:10]=[CH:9][C:8]2[C:11]([N:15]3[CH2:20][CH2:19][N:18]([CH2:21][CH2:22][CH2:23][O:24][C:25]4[CH:34]=[C:33]5[C:28]([CH2:29][CH2:30][N:31]([CH3:36])[C:32]5=[O:35])=[CH:27][CH:26]=4)[CH2:17][CH2:16]3)=[CH:12][CH:13]=[CH:14][C:7]1=2>C(O)C>[CH3:1][S:2]([OH:5])(=[O:4])=[O:3].[S:6]1[CH:10]=[CH:9][C:8]2[C:11]([N:15]3[CH2:16][CH2:17][N:18]([CH2:21][CH2:22][CH2:23][O:24][C:25]4[CH:34]=[C:33]5[C:28]([CH2:29][CH2:30][N:31]([CH3:36])[C:32]5=[O:35])=[CH:27][CH:26]=4)[CH2:19][CH2:20]3)=[CH:12][CH:13]=[CH:14][C:7]1=2 |f:3.4|. Procedure: Methanesulfonic acid was added to an ethanol solution of 7-[3-(4-benzo[b]thiophen-4-yl-piperazin-1-yl)propoxy]-2-methyl-3,4-dihydro-2H-isoquinolin-1-one and the solvent was evaporated under reduced pressure. The residue was recrystallized from 80% ethanol and thereby 7-[3-(4-benzo[b]thiophen-4-yl-piperazin-1-yl)propoxy]-2-methyl-3,4-dihydro-2H-isoquinolin-1-one methanesulfonate was obtained in the form of pale yellow prism crystal. The reactants are CC(C)(C)OC(=O)COc1cc(F)cc(C(Cc2ccccc2)(NC(=O)c2ccc(F)c(C(F)(F)F)c2)c2ccc(Cl)cn2)c1, ClCCl, O=C(O)C(F)(F)F. Yields the product O=C(O)COc1cc(F)cc(C(Cc2ccccc2)(NC(=O)c2ccc(F)c(C(F)(F)F)c2)c2ccc(Cl)cn2)c1. As a reaction SMILES: [C:1]([CH3:2])([CH3:3])([CH3:4])[O:5][C:6]([CH2:7][O:8][c:9]1[cH:10][c:11]([C:16]([CH2:17][c:18]2[cH:19][cH:20][cH:21][cH:22][cH:23]2)([NH:24][C:25]([c:26]2[cH:27][c:28]([C:33]([F:34])([F:35])[F:36])[c:29]([F:32])[cH:30][cH:31]2)=[O:37])[c:38]2[n:39][cH:40][c:41]([Cl:44])[cH:42][cH:43]2)[cH:12][c:13]([F:15])[cH:14]1)=[O:45].[Cl:53][CH2:54][Cl:55].[F:46][C:47]([F:48])([F:49])[C:50]([OH:51])=[O:52]>>[O:5]=[C:6]([CH2:7][O:8][c:9]1[cH:10][c:11]([C:16]([CH2:17][c:18]2[cH:19][cH:20][cH:21][cH:22][cH:23]2)([NH:24][C:25]([c:26]2[cH:27][c:28]([C:33]([F:34])([F:35])[F:36])[c:29]([F:32])[cH:30][cH:31]2)=[O:37])[c:38]2[n:39][cH:40][c:41]([Cl:44])[cH:42][cH:43]2)[cH:12][c:13]([F:15])[cH:14]1)[OH:45]. Isolated yield 75.1%. Procedure details: S-Methylisothiourea (22.26 g, 160 mmol) was added to a solution of sodium carbonate (16.9 g, 160 mmol) in water (50 mL) and stirred at room temperature until complete dissolution of the S-methylisothiourea. Ethyl acetoacetate (10.41 g, 80 mmol) was added to the mixture in one portion. After stirring for 60 hours at room temperature, the reaction was neutralized with acetic acid precipitating a white solid. The solid was collected, washed with water, and dried in vacuo to give 4-hydroxy-6-methyl-... The solvent is O (water). As a reaction SMILES: [CH3:1][S:2][C:3](=[NH:5])[NH2:4].C(=O)([O-])[O-].[Na+].[Na+].[C:12](OCC)(=[O:17])[CH2:13][C:14]([CH3:16])=O.C(O)(=O)C>O>[OH:17][C:12]1[CH:13]=[C:14]([CH3:16])[N:4]=[C:3]([S:2][CH3:1])[N:5]=1 |f:1.2.3|. Starting materials: C(CC(=O)C)(=O)OCC (Ethyl acetoacetate), C(C)(=O)O (acetic acid), CSC(N)=N (S-Methylisothiourea), C([O-])([O-])=O.[Na+].[Na+] (sodium carbonate), CSC(N)=N (S-methylisothiourea). Run at time 60 hour. The product is OC1=NC(=NC(=C1)C)SC (4-hydroxy-6-methyl-2-(methylthio)pyrimidine). Starting materials: C1(CC1)CNC(NC1=CC=C(OC2CCN(CC2)C(=O)OC(C)(C)C)C=C1)=O (tert-butyl 4-(4-(3-(cyclopropylmethyl)ureido)phenoxy)piperidine-1-carboxylate), FC(C(=O)O)(F)F (trifluoroacetic acid). The solvent is ClCCl (dichloromethane). Run at time 30 minute. Product: C1(CC1)CNC(=O)NC1=CC=C(C=C1)OC1CCNCC1 (1-(Cyclopropylmethyl)-3-(4-(piperidin-4-yloxy)phenyl)urea). Isolated yield 47.1%. Reaction SMILES: [CH:1]1([CH2:4][NH:5][C:6](=[O:28])[NH:7][C:8]2[CH:27]=[CH:26][C:11]([O:12][CH:13]3[CH2:18][CH2:17][N:16](C(OC(C)(C)C)=O)[CH2:15][CH2:14]3)=[CH:10][CH:9]=2)[CH2:3][CH2:2]1.FC(F)(F)C(O)=O>ClCCl>[CH:1]1([CH2:4][NH:5][C:6]([NH:7][C:8]2[CH:27]=[CH:26][C:11]([O:12][CH:13]3[CH2:18][CH2:17][NH:16][CH2:15][CH2:14]3)=[CH:10][CH:9]=2)=[O:28])[CH2:2][CH2:3]1. Procedure details: To a stirring solution of tert-butyl 4-(4-(3-(cyclopropylmethyl)ureido)phenoxy)piperidine-1-carboxylate (2.57 mmol, 1 g) in dichloromethane (10 mL) was added trifluoroacetic acid (2 mL). The resulting solution was stirred at room temperature for 30 minutes then was concentrated under vacuum. The residue was dissolved in dichloromethane and purified by SCX chromatography to give the title compound (350 mg). MS (ESI) m/z 290.1 [M+H]+ Starting materials: C(OC1CCCC1)(OC1=CC=C(C=C1)[N+](=O)[O-])=O (cyclopentyl 4-nitrophenyl carbonate), Cl.CN1CCN(CC1)C1=NC(=NC(=C1)C1=CC=C2CCNCC2=C1)N (4-(4-methylpiperazin-1-yl)-6-(1,2,3,4-tetrahydroisoquinolin-7-yl)pyrimidin-2-amine HCl salt). Yields the product NC1=NC(=CC(=N1)C1=CC=C2CCN(CC2=C1)C(=O)OC1CCCC1)N1CCN(CC1)C (cyclopentyl 7-[2-amino-6-(4-methylpiperazin-1-yl)pyrimidin-4-yl]-3,4-dihydroisoquinoline-2(1H)-carboxylate). RXN SMILES: [C:1](=[O:18])(OC1C=CC([N+]([O-])=O)=CC=1)[O:2][CH:3]1[CH2:7][CH2:6][CH2:5][CH2:4]1.Cl.[CH3:20][N:21]1[CH2:26][CH2:25][N:24]([C:27]2[CH:32]=[C:31]([C:33]3[CH:42]=[C:41]4[C:36]([CH2:37][CH2:38][NH:39][CH2:40]4)=[CH:35][CH:34]=3)[N:30]=[C:29]([NH2:43])[N:28]=2)[CH2:23][CH2:22]1>>[NH2:43][C:29]1[N:30]=[C:31]([C:33]2[CH:42]=[C:41]3[C:36]([CH2:37][CH2:38][N:39]([C:1]([O:2][CH:3]4[CH2:4][CH2:5][CH2:6][CH2:7]4)=[O:18])[CH2:40]3)=[CH:35][CH:34]=2)[CH:32]=[C:27]([N:24]2[CH2:23][CH2:22][N:21]([CH3:20])[CH2:26][CH2:25]2)[N:28]=1 |f:1.2|. Reported procedure: This compound was prepared from cyclopentyl 4-nitrophenyl carbonate and 4-(4-methylpiperazin-1-yl)-6-(1,2,3,4-tetrahydroisoquinolin-7-yl)pyrimidin-2-amine HCl salt using procedures analogous to those for Example 2. Analytic LCMS (M+H)+: m/z=437.4. Starting materials: ( 12.6 ), O (water), NCC(COC)O (1-amino-3-methoxy-2-propanol), ClC1=CC=C(C=O)C=C1 (p-chlorobenzaldehyde). Run in C1=CC=CC=C1 (benzene). Yields the product ClC1=CC=C(C=C1)C1OC(CN1)COC (2-p-Chlorophenyl-5-methoxymethyl oxazolidine). As a reaction SMILES: [NH2:1][CH2:2][CH:3]([OH:7])[CH2:4][O:5][CH3:6].[Cl:8][C:9]1[CH:16]=[CH:15][C:12]([CH:13]=O)=[CH:11][CH:10]=1.O>C1C=CC=CC=1>[Cl:8][C:9]1[CH:16]=[CH:15][C:12]([CH:13]2[NH:1][CH2:2][CH:3]([CH2:4][O:5][CH3:6])[O:7]2)=[CH:11][CH:10]=1. Reported procedure: Twelve and six tenths (12.6) grams of 1-amino-3-methoxy-2-propanol and 16.9 grams of p-chlorobenzaldehyde were combined in 150 milliliters of benzene and heated to reflux under a modified Dean-Stark apparatus until about 2.5 milliliters of water were azeotropically removed. An additional 50 milliliters of benzene was distilled over and the mixture was cooled to room temperature and the volume was adjusted to 109.2 milliliters, so that 4 milliliters=1 gram of intermediate. Aliquots of this soluti...